From a dataset of the Open Reaction Database (ORD), a public repository of structured organic reaction records. describe an organic reaction: reactants, conditions, products, and yield Reactants: C(C)(C)(C)OC(NC1=C(C=C(C=C1)C(F)(F)F)NC(CC(C1=CC(=CC=C1)C=1N=NC=CC1)=O)=O)=O ({2-[3-oxo-3-(3-pyridazin-3-yl-phenyl)-propionylamino]-4-trifluoromethyl-phenyl}-carbamic acid tert-butyl ester), C(=O)(C(F)(F)F)O (TFA). The solvent is C(Cl)Cl (CH2Cl2). Yields the product N1=NC(=CC=C1)C=1C=C(C=CC1)C1=NC2=C(NC(C1)=O)C=C(C=C2)C(F)(F)F (4-(3-Pyridazin-3-yl-phenyl)-8-trifluoromethyl-1,3-dihydro-benzo[b][1,4]diazepin-2-one), solid. Isolated yield 77.0%. RXN SMILES: C(OC(=O)[NH:7][C:8]1[CH:13]=[CH:12][C:11]([C:14]([F:17])([F:16])[F:15])=[CH:10][C:9]=1[NH:18][C:19](=[O:35])[CH2:20][C:21](=O)[C:22]1[CH:27]=[CH:26][CH:25]=[C:24]([C:28]2[N:29]=[N:30][CH:31]=[CH:32][CH:33]=2)[CH:23]=1)(C)(C)C.C(O)(C(F)(F)F)=O>C(Cl)Cl>[N:30]1[CH:31]=[CH:32][CH:33]=[C:28]([C:24]2[CH:23]=[C:22]([C:21]3[CH2:20][C:19](=[O:35])[NH:18][C:9]4[CH:10]=[C:11]([C:14]([F:17])([F:16])[F:15])[CH:12]=[CH:13][C:8]=4[N:7]=3)[CH:27]=[CH:26][CH:25]=2)[N:29]=1. Procedure details: The title compound was prepared from {2-[3-oxo-3-(3-pyridazin-3-yl-phenyl)-propionylamino]-4-trifluoromethyl-phenyl}-carbamic acid tert-butyl ester (Example M185) (245 mg, 0.49 mmol) by treatment with TFA in CH2Cl2 according to the general procedure N. Obtained as a yellow solid (144 mg, 77%). The reactants are CCO, CSC(=N)N(C#N)c1cc(Cl)ccc1OCC(=O)N1CCN(Cc2ccc(F)cc2)CC1C, [NH4+], [OH-]. The product is CC1CN(Cc2ccc(F)cc2)CCN1C(=O)COc1ccc(Cl)cc1N(C#N)C(=N)N. Reaction SMILES: [CH3:36][CH2:37][OH:38].[Cl:1][c:2]1[cH:3][cH:4][c:5]([O:15][CH2:16][C:17](=[O:18])[N:19]2[CH:20]([CH3:33])[CH2:21][N:22]([CH2:25][c:26]3[cH:27][cH:28][c:29]([F:32])[cH:30][cH:31]3)[CH2:23][CH2:24]2)[c:6]([N:8]([C:9]([S:10][CH3:11])=[NH:12])[C:13]#[N:14])[cH:7]1.[NH4+:34].[OH-:35]>>[Cl:1][c:2]1[cH:3][cH:4][c:5]([O:15][CH2:16][C:17](=[O:18])[N:19]2[CH:20]([CH3:33])[CH2:21][N:22]([CH2:25][c:26]3[cH:27][cH:28][c:29]([F:32])[cH:30][cH:31]3)[CH2:23][CH2:24]2)[c:6]([N:8]([C:9](=[NH:12])[NH2:34])[C:13]#[N:14])[cH:7]1.